The task is: describe an organic reaction: reactants, conditions, products, and yield. This data is from the Open Reaction Database (ORD), a public repository of structured organic reaction records. Starting materials: C(C1=CC=CC=C1)(=O)OCC=1SC(=CN1)C(=O)OCC (ethyl 2-benzoyloxymethyl-thiazole-5-carboxylate), [OH-] (hydroxide). The solvent is O (water). Reaction conditions: temperature 95 celsius. Yields the product OCC=1SC(=CN1)C(=O)O (2-hydroxymethyl-thiazole -5-carboxylic acid). The yield is 68.3%. RXN SMILES: C([O:9][CH2:10][C:11]1[S:12][C:13]([C:16]([O:18]CC)=[O:17])=[CH:14][N:15]=1)(=O)C1C=CC=CC=1.[OH-]>O>[OH:9][CH2:10][C:11]1[S:12][C:13]([C:16]([OH:18])=[O:17])=[CH:14][N:15]=1. Procedure: A mixture of 13.5 g of ethyl 2-benzoyloxymethyl-thiazole-5-carboxylate, 135 ml of water and 8 ml of postassium hydroxide was heated at 95° C with stirring for an hour and the mixture was cooled and extracted with ether. The aqueous phase was acidified and was then saturated with sodium chloride. The mixture was extracted with ethyl acetate and the organic extracts were washed with water, dried and evaporated to dryness to obtain 11,5 g of raw product. The product was chromatographed over silica ... The reactants are chloro(2-dicyclohexylphosphino-2′,4′,6′-triisopropyl-1,1′-biphenyl)[2-(2-aminoethyl)phenyl), C(=O)([O-])[O-].[Cs+].[Cs+] (Cs2CO3), COC1=C(C(=NC(=N1)SC)NC1CN(CCC1)C(=O)OC(C)(C)C)B1OC(C(O1)(C)C)(C)C (tert-butyl 3-((6-methoxy-2-(methylthio)-5-(4,4,5,5-tetramethyl-1,3,2-dioxaborolan-2-yl)pyrimidin-4-yl)amino)piperidine-1-carboxylate), BrC1=NC=C(C=N1)F (2-bromo-5-fluoropyrimidine). The reagents and catalysts are Cl[Cu] (CuCl), [Pd+2] (palladium(II)). Run in C(C)(=O)OCC (ethyl acetate). Reaction conditions: temperature 100 celsius. Yields the product FC=1C=NC(=NC1)C=1C(=NC(=NC1OC)SC)N[C@H]1CN(CCC1)C(=O)OC(C)(C)C ((R)-tert-butyl 3-((5-fluoro-6′-methoxy-2′-(methylthio)-[2,5′-bipyrimidin]-4′-yl)amino)piperidine-1-carboxylate). As a reaction SMILES: [CH3:1][O:2][C:3]1[N:8]=[C:7]([S:9][CH3:10])[N:6]=[C:5]([NH:11][CH:12]2[CH2:17][CH2:16][CH2:15][N:14]([C:18]([O:20][C:21]([CH3:24])([CH3:23])[CH3:22])=[O:19])[CH2:13]2)[C:4]=1B1OC(C)(C)C(C)(C)O1.Br[C:35]1[N:40]=[CH:39][C:38]([F:41])=[CH:37][N:36]=1.C([O-])([O-])=O.[Cs+].[Cs+]>C(OCC)(=O)C.[Pd+2].Cl[Cu]>[F:41][C:38]1[CH:37]=[N:36][C:35]([C:4]2[C:5]([NH:11][C@@H:12]3[CH2:17][CH2:16][CH2:15][N:14]([C:18]([O:20][C:21]([CH3:22])([CH3:23])[CH3:24])=[O:19])[CH2:13]3)=[N:6][C:7]([S:9][CH3:10])=[N:8][C:3]=2[O:2][CH3:1])=[N:40][CH:39]=1 |f:2.3.4|. Reported procedure: In a 40 mL vial, chloro(2-dicyclohexylphosphino-2′,4′,6′-triisopropyl-1,1′-biphenyl)[2-(2-aminoethyl)phenyl)]palladium(II) (0.025 g, 0.031 mmol), tert-butyl 3-((6-methoxy-2-(methylthio)-5-(4,4,5,5-tetramethyl-1,3,2-dioxaborolan-2-yl)pyrimidin-4-yl)amino)piperidine-1-carboxylate (0.15 g, 0.312 mmol), 2-bromo-5-fluoropyrimidine (0.083 g, 0.468 mmol) and CuCl (0.031 g, 0.312 mmol) were combined, then purged with argon. Then degassed DMF (3 mL) followed by Cs2CO3 (0.407 g, 1.249 mmol) were added to ... Reactants: CC#CCOc1ccc(S(=O)(=O)N(C)C(C(=O)OC)c2ccccc2)cc1, C1CCOC1, CO, [K+], [OH-], O. Yields the product CC#CCOc1ccc(S(=O)(=O)N(C)C(C(=O)O)c2ccccc2)cc1. RXN SMILES: [CH2:1]([C:2]#[C:3][CH3:4])[O:5][c:6]1[cH:7][cH:8][c:9]([S:12](=[O:13])(=[O:14])[N:15]([CH:16]([C:17](=[O:18])[O:19][CH3:20])[c:21]2[cH:22][cH:23][cH:24][cH:25][cH:26]2)[CH3:27])[cH:10][cH:11]1.[CH2:33]1[O:34][CH2:35][CH2:36][CH2:37]1.[CH3:30][OH:31].[K+:29].[OH-:28].[OH2:32]>>[CH2:1]([C:2]#[C:3][CH3:4])[O:5][c:6]1[cH:7][cH:8][c:9]([S:12](=[O:13])(=[O:14])[N:15]([CH:16]([C:17](=[O:18])[OH:19])[c:21]2[cH:22][cH:23][cH:24][cH:25][cH:26]2)[CH3:27])[cH:10][cH:11]1. Reactants: COCCN(Cc1cnc(-c2cc3nccc(Oc4ccc([N+](=O)[O-])cc4F)c3s2)n1C)C(=O)COC(C)=O, CCO, [Cl-], [Fe], [NH4+]. Product: COCCN(Cc1cnc(-c2cc3nccc(Oc4ccc(N)cc4F)c3s2)n1C)C(=O)COC(C)=O. Reaction SMILES: [C:1]([CH3:2])(=[O:3])[O:4][CH2:5][C:6](=[O:7])[N:8]([CH2:9][CH2:10][O:11][CH3:12])[CH2:13][c:14]1[cH:15][n:16][c:17](-[c:20]2[cH:21][c:22]3[n:23][cH:24][cH:25][c:26]([O:29][c:30]4[c:31]([F:39])[cH:32][c:33]([N+:36]([O-:37])=[O:38])[cH:34][cH:35]4)[c:27]3[s:28]2)[n:18]1[CH3:19].[CH3:42][CH2:43][OH:44].[Cl-:40].[Fe:45].[NH4+:41]>>[C:1]([CH3:2])(=[O:3])[O:4][CH2:5][C:6](=[O:7])[N:8]([CH2:9][CH2:10][O:11][CH3:12])[CH2:13][c:14]1[cH:15][n:16][c:17](-[c:20]2[cH:21][c:22]3[n:23][cH:24][cH:25][c:26]([O:29][c:30]4[c:31]([F:39])[cH:32][c:33]([NH2:36])[cH:34][cH:35]4)[c:27]3[s:28]2)[n:18]1[CH3:19]. Reactants: C1(=CC=CC=C1)COC(CC(NCCC1=NC=CC=C1)=O)=O (3-oxo-3-[[2-(2-pyridinyl)ethyl]amino]-propanoic acid phenylmethyl ester). Reagents/catalysts: [Pd] (palladium on charcoal). The solvent is C1CCOC1 (THF). The product is O=C(CC(=O)O)NCCC1=NC=CC=C1 (3-Oxo-3-[[2-(2-pyridinyl)ethyl]amino]-propanoic acid). As a reaction SMILES: C1(C[O:8][C:9](=[O:22])[CH2:10][C:11](=[O:21])[NH:12][CH2:13][CH2:14][C:15]2[CH:20]=[CH:19][CH:18]=[CH:17][N:16]=2)C=CC=CC=1>C1COCC1.[Pd]>[O:21]=[C:11]([NH:12][CH2:13][CH2:14][C:15]1[CH:20]=[CH:19][CH:18]=[CH:17][N:16]=1)[CH2:10][C:9]([OH:22])=[O:8]. Procedure details: 900 mg (3.03 mmol) 3-oxo-3-[[2-(2-pyridinyl)ethyl]amino]-propanoic acid phenylmethyl ester were dissolved in 25 ml THF and 15 mg palladium on charcoal (10%) were added. The reaction was kept under an atmosphere of hydrogen using a balloon for 10 hours. The mixture was filtered through dicalite. The solids were washed with THF and methanol. The combined filtrate was evaporated and dried under high vacuum. The crude product (300 mg) was used without further purification for the next reaction. 1H-N... The product is COc1cc(CN(C)Cc2ccccc2)ccc1[N+](=O)[O-]. The reactants are COc1cc(CBr)ccc1[N+](=O)[O-], CNCc1ccccc1. RXN SMILES: [CH3:10][O:11][c:12]1[cH:13][c:14]([CH2:15][Br:16])[cH:17][cH:18][c:19]1[N+:20](=[O:21])[O-:22].[CH3:1][NH:2][CH2:3][c:4]1[cH:5][cH:6][cH:7][cH:8][cH:9]1>>[CH3:1][N:2]([CH2:3][c:4]1[cH:5][cH:6][cH:7][cH:8][cH:9]1)[CH2:15][c:14]1[cH:13][c:12]([O:11][CH3:10])[c:19]([N+:20](=[O:21])[O-:22])[cH:18][cH:17]1. Starting materials: CC(=O)OC(C)=O, OC1OCCCC12CCCCC2, c1ccncc1. Yields the product CC(=O)OC1OCCCC12CCCCC2. RXN SMILES: [CH3:13][C:14](=[O:15])[O:16][C:17](=[O:18])[CH3:19].[CH:1]1([OH:12])[O:2][CH2:3][CH2:4][CH2:5][C:6]12[CH2:7][CH2:8][CH2:9][CH2:10][CH2:11]2.[cH:20]1[cH:21][cH:22][n:23][cH:24][cH:25]1>>[CH:1]1([O:12][C:14]([CH3:13])=[O:15])[O:2][CH2:3][CH2:4][CH2:5][C:6]12[CH2:7][CH2:8][CH2:9][CH2:10][CH2:11]2.